Task: describe an organic reaction: reactants, conditions, products, and yield. Dataset: the Open Reaction Database (ORD), a public repository of structured organic reaction records Starting materials: O=C(CBr)c1ccc(O)cc1O, Cc1ncsc1C, COC(C)(C)C, CC#N. Product: [Br-], Cc1sc[n+](CC(=O)c2ccc(O)cc2O)c1C. RXN SMILES: [Br:1][CH2:2][C:3](=[O:4])[c:5]1[c:6]([OH:12])[cH:7][c:8]([OH:11])[cH:9][cH:10]1.[CH3:13][c:14]1[n:15][cH:16][s:17][c:18]1[CH3:19].[CH3:20][O:21][C:22]([CH3:23])([CH3:24])[CH3:25].[CH3:26][C:27]#[N:28]>>[Br-:1].[CH2:2]([C:3](=[O:4])[c:5]1[c:6]([OH:12])[cH:7][c:8]([OH:11])[cH:9][cH:10]1)[n+:15]1[c:14]([CH3:13])[c:18]([CH3:19])[s:17][cH:16]1. Procedure details: A solution of 1M BH3.THF complex in tetrahydrofuran (10.4ml, 9.2mM) was added dropwise, under an atmosphere of argon, to a stirred mixture of 4-(benzylmethylamino)-2-methyl-6-oxo-7-phenyl-5, 6-dihydro-7H-pyrrolo-[2,3-d]-pyrimidine (1.6g, 4.6mM) in dry tetrahydrofuran (105ml). The mixture was stirred at ambient temperature for 24 hours. The mixture was then added to 2M hydrochloric acid (100ml), the pH was adjusted to about pH7 using concentrated sodium hydroxide and then extracted with ethyl ace... As a reaction SMILES: [CH2:1]([CH2:8][NH:9][C:10]1[C:11]2[CH2:19][C:18](=O)[N:17]([C:21]3[CH:26]=[CH:25][CH:24]=[CH:23][CH:22]=3)[C:12]=2[N:13]=[C:14]([CH3:16])[N:15]=1)[C:2]1[CH:7]=[CH:6][CH:5]=[CH:4][CH:3]=1.Cl.[OH-].[Na+]>O1CCCC1>[CH2:1]([CH2:8][NH:9][C:10]1[C:11]2[CH2:19][CH2:18][N:17]([C:21]3[CH:26]=[CH:25][CH:24]=[CH:23][CH:22]=3)[C:12]=2[N:13]=[C:14]([CH3:16])[N:15]=1)[C:2]1[CH:3]=[CH:4][CH:5]=[CH:6][CH:7]=1 |f:2.3|. Product: C(C1=CC=CC=C1)CNC=1C2=C(N=C(N1)C)N(CC2)C2=CC=CC=C2 (4[N-benzylmethylamino)-2-methyl-7-phenyl-5,6-dihydro-7H-pyrrolo-[2,3-d]-pyrimidine). Reactants: Cl (hydrochloric acid), [OH-].[Na+] (sodium hydroxide), C(C1=CC=CC=C1)CNC=1C2=C(N=C(N1)C)N(C(C2)=O)C2=CC=CC=C2 (4-(benzylmethylamino)-2-methyl-6-oxo-7-phenyl-5, 6-dihydro-7H-pyrrolo-[2,3-d]-pyrimidine). Conditions: time 24 hour. The solvent is O1CCCC1 (tetrahydrofuran), O1CCCC1 (tetrahydrofuran). The reactants are C1(=CC=CC2=CC=CC=C12)OCCNC1=CC=C(C(=O)OCC)C=C1 (ethyl p-[2-(1-naphthyloxy)-ethylamino]benzoate), [OH-].[K+] (potassium hydroxide), Cl (hydrochloric acid). Run in O (water), C(C)O (ethanol). The product is C1(=CC=CC2=CC=CC=C12)OCCNC1=CC=C(C(=O)O)C=C1 (p-{[2-(1-Naphthyloxy)ethyl]amino}benzoic acid). Reaction SMILES: [C:1]1([O:11][CH2:12][CH2:13][NH:14][C:15]2[CH:25]=[CH:24][C:18]([C:19]([O:21]CC)=[O:20])=[CH:17][CH:16]=2)[C:10]2[C:5](=[CH:6][CH:7]=[CH:8][CH:9]=2)[CH:4]=[CH:3][CH:2]=1.[OH-].[K+].Cl>C(O)C.O>[C:1]1([O:11][CH2:12][CH2:13][NH:14][C:15]2[CH:16]=[CH:17][C:18]([C:19]([OH:21])=[O:20])=[CH:24][CH:25]=2)[C:10]2[C:5](=[CH:6][CH:7]=[CH:8][CH:9]=2)[CH:4]=[CH:3][CH:2]=1 |f:1.2|. Procedure: A solution of 12 g of ethyl p-[2-(1-naphthyloxy)-ethylamino]benzoate and 15.8 g of potassium hydroxide in 100 ml of 95% ethanol is refluxed for 3 hours. The solution is diluted with 75 ml of water and acidified with concentrated hydrochloric acid. The solid is filtered, washed with 50% ethanol and with water. Recrystallization from ethanol gives the product as crystals, mp 193°-194° C. Reactants: ClC1=NC=C(C(=N1)Cl)C(=O)Cl (2,4-dichloropyrimidine-5-carbonyl chloride), C1CCOC1 (THF). The solvent is O (H2O), O (H2O). Conditions: time 0.83 hour. Yields the product ClC1=NC=C(C(=N1)Cl)C(=O)O (2,4-Dichloroprimidine-5-carboxylic acid). As a reaction SMILES: [Cl:1][C:2]1[N:7]=[C:6]([Cl:8])[C:5]([C:9](Cl)=[O:10])=[CH:4][N:3]=1.C1C[O:15]CC1>O>[Cl:1][C:2]1[N:7]=[C:6]([Cl:8])[C:5]([C:9]([OH:10])=[O:15])=[CH:4][N:3]=1. Procedure: To a solution of the 2,4-dichloropyrimidine-5-carbonyl chloride (24 mmol) in THF (24 mL) is added H2O (0.64 mL) at room temperature. The reaction mixture is stirred at room temperature for 0.83 h and then diluted with H2O. The mixture is extracted with AcOEt. The organic extracts are washed with brine, dried over Na2SO4, filtered, and concentrated in vacuo to give the crude titled compound; 1H NMR (CDCl3) δ 6.80 (brs, 1H), 9.18 (s, 1H). Reactants: N=1NN=NC1C1=NC2=CC=CC=C2C=C1 (2-(2H-tetrazole-5-yl)quinoline), N1=CC=CC=C1 (pyridine), C(C1=CC(C(=O)Cl)=CC=C1)(=O)Cl (isophthaloylchloride), O (water). Solvent: CCCCCC (hexane), C(Cl)(Cl)Cl (chloroform). Conditions: temperature 100 celsius. The product is N1=C(C=CC2=CC=CC=C12)C=1OC(=NN1)C1=CC(=CC=C1)C1=NN=C(O1)C1=NC2=CC=CC=C2C=C1 (1,3-bis[2-(quinoline-2-yl)-1,3,4-oxadiazole-5-yl]benzene). Yield: 87.0%. Reaction SMILES: N1N[N:3]=[N:4][C:5]=1[C:6]1[CH:15]=[CH:14][C:13]2[C:8](=[CH:9][CH:10]=[CH:11][CH:12]=2)[N:7]=1.[N:16]1[CH:21]=[CH:20][CH:19]=[CH:18][CH:17]=1.[C:22](Cl)(=[O:32])[C:23]1[CH:31]=[CH:30][CH:29]=[C:25]([C:26](Cl)=[O:27])[CH:24]=1.O>CCCCCC.C(Cl)(Cl)Cl>[N:16]1[C:21]2[C:20](=[CH:13][CH:8]=[CH:9][CH:10]=2)[CH:19]=[CH:18][C:17]=1[C:5]1[O:32][C:22]([C:23]2[CH:31]=[CH:30][CH:29]=[C:25]([C:26]3[O:27][C:5]([C:6]4[CH:15]=[CH:14][C:13]5[C:8](=[CH:9][CH:10]=[CH:11][CH:12]=5)[N:7]=4)=[N:4][N:3]=3)[CH:24]=2)=[N:3][N:4]=1. Procedure details: After dissolving 4.0 g of 2-(2H-tetrazole-5-yl)quinoline into 60 ml of dehydrated pyridine, 2.1 g of isophthaloylchloride was added. The mixture was heated to 100° C. and stirred under reflux for 4 hours. After cooling to a room temperature, the reaction solution was poured into water to collect a precipitated solid by suction filtration, and the solid was washed with water. The solid was dried under vacuum at 70° C. for 20 hours to obtain a brownish crude product. After dissolving the thus-obta... Starting materials: O=C([O-])[O-], CC(C)CBr, CN(C)C=O, CCOC(C)=O, [K+], [K+], CCOC(=O)c1cc(O)n(-c2ccccc2C)n1. Product: CCOC(=O)c1cc(OCC(C)C)n(-c2ccccc2C)n1. RXN SMILES: [C:19](=[O:20])([O-:21])[O-:22].[CH2:30]([CH:31]([CH3:32])[CH3:33])[Br:34].[CH3:25][N:26]([CH3:27])[CH:28]=[O:29].[CH3:35][CH2:36][O:37][C:38](=[O:39])[CH3:40].[K+:23].[K+:24].[OH:1][c:2]1[cH:3][c:4]([C:14](=[O:15])[O:16][CH2:17][CH3:18])[n:5][n:6]1-[c:7]1[c:8]([CH3:13])[cH:9][cH:10][cH:11][cH:12]1>>[O:1]([c:2]1[cH:3][c:4]([C:14](=[O:15])[O:16][CH2:17][CH3:18])[n:5][n:6]1-[c:7]1[c:8]([CH3:13])[cH:9][cH:10][cH:11][cH:12]1)[CH2:30][CH:31]([CH3:32])[CH3:33]. Starting materials: COC=1C(=NC=NC1)N1CCN(CC1)CCCC1=CN(C2=CC=C(C=C12)C=1C(C(C1N)=O)=O)[Si](C(C)C)(C(C)C)C(C)C (3-[3-[4-(5-methoxy-4-pyrimidyl)-1-piperazinyl]propyl]-5-(1,2-dioxo-4-amino-3-cyclobuten-3-yl)-1-triisopropylsilylindole). Solvent: C(C)#N (acetonitrile), C(=O)(O)[O-].[Na+] (NaHCO3). Conditions: time 2 hour. Yields the product COC=1C(=NC=NC1)N1CCN(CC1)CCCC1=CNC2=CC=C(C=C12)C=1C(C(C1N)=O)=O (3-[3-[4-(5-Methoxy-4-pyrimidyl)-1-piperazinyl]propyl]-5-(1,2-dioxo-4-amino-3-cyclobuten-3-yl)-1H-indole). Yield: 93.4%. As a reaction SMILES: [CH3:1][O:2][C:3]1[C:4]([N:9]2[CH2:14][CH2:13][N:12]([CH2:15][CH2:16][CH2:17][C:18]3[C:26]4[C:21](=[CH:22][CH:23]=[C:24]([C:27]5[C:28](=[O:33])[C:29](=[O:32])[C:30]=5[NH2:31])[CH:25]=4)[N:20]([Si](C(C)C)(C(C)C)C(C)C)[CH:19]=3)[CH2:11][CH2:10]2)=[N:5][CH:6]=[N:7][CH:8]=1>C(#N)C.C([O-])(O)=O.[Na+]>[CH3:1][O:2][C:3]1[C:4]([N:9]2[CH2:10][CH2:11][N:12]([CH2:15][CH2:16][CH2:17][C:18]3[C:26]4[C:21](=[CH:22][CH:23]=[C:24]([C:27]5[C:28](=[O:33])[C:29](=[O:32])[C:30]=5[NH2:31])[CH:25]=4)[NH:20][CH:19]=3)[CH2:13][CH2:14]2)=[N:5][CH:6]=[N:7][CH:8]=1 |f:2.3|. Reported procedure: To a solution of 3-[3-[4-(5-methoxy-4-pyrimidyl)-1-piperazinyl]propyl]-5-(1,2-dioxo-4-amino-3-cyclobuten-3-yl)-1-triisopropylsilylindole (0.280 g, 0.465 mmol) in 10 mL of acetonitrile was added 48% HF (34 μL, 0.94 mmol) and the mixture was stirred at room temperature for 2 h. The resulting suspension was filtered and the residue was washed with acetonitrile and ether, and then it was air-dried to give a pale yellow solid. The solid was suspended in saturated aqueous NaHCO3 with vigorous stirring...